Dataset: the Open Reaction Database (ORD), a public repository of structured organic reaction records. Task: describe an organic reaction: reactants, conditions, products, and yield The reactants are II (iodine), Grignard reagent, BrC1=CC=C(C=C1)OC(F)(F)F (4-bromotrifluoromethoxybenzene), N=1N(N=NC1)C(C(=O)C1=CC=C(C=C1)C(F)(F)F)C (2-(2H-tetrazol-2-yl)p-trifluoromethylpropiophenone), [Mg] (magnesium), Cl (hydrochloric acid). Run in O1CCCC1 (tetrahydrofuran), O (water), O1CCCC1 (tetrahydrofuran). Reaction conditions: time 1 hour. Yields the product C(C)OC(C(C)N1N=CN=N1)=O (Ethyl-2-(2H-tetrazol-2-yl)propionate). As a reaction SMILES: BrC1C=C[C:5]([O:8]C(F)(F)F)=[CH:4]C=1.[Mg].II.[N:16]1[N:17]([CH:21]([CH3:34])[C:22](C2C=CC(C(F)(F)F)=CC=2)=[O:23])[N:18]=[N:19][CH:20]=1.Cl>O1CCCC1.O>[CH2:5]([O:8][C:22](=[O:23])[CH:21]([N:17]1[N:18]=[N:19][CH:20]=[N:16]1)[CH3:34])[CH3:4]. Procedure: The Grignard reagent from 4-bromotrifluoromethoxybenzene (2.41 g) was prepared in a similar manner to that described in Example 3 from magnesium turnings (0.24) in dry tetrahydrofuran (14 ml) with iodine (1 crystal) as an activator. To the Grignard solution was added dropwise over 10 minutes 2-(2H-tetrazol-2-yl)p-trifluoromethylpropiophenone from Example 16 (2.7 g in dry tetrahydrofuran (10 ml), then the reaction stirred for 1 hour. The reaction was worked up as for previous examples, by pouring... Reactants: FC=1C=NC(=C(C(=O)OC)C1)C (Methyl 5-fluoro-2-methylnicotinate), ClC=1C=C(C=CC1)C(=O)OO (3-chlorobenzenecarboperoxoic acid). Solvent: ClCCl (dichloromethane). Conditions: time 8 hour. The product is FC=1C=[N+](C(=C(C(=O)OC)C1)C)[O-] (Methyl 5-fluoro-2-methylnicotinate 1-oxide). As a reaction SMILES: [F:1][C:2]1[CH:3]=[N:4][C:5]([CH3:12])=[C:6]([CH:11]=1)[C:7]([O:9][CH3:10])=[O:8].ClC1C=C(C(OO)=[O:21])C=CC=1>ClCCl>[F:1][C:2]1[CH:3]=[N+:4]([O-:21])[C:5]([CH3:12])=[C:6]([CH:11]=1)[C:7]([O:9][CH3:10])=[O:8]. Procedure details: To a cooled (0° C.) solution of methyl 5-fluoro-2-methylnicotinate (step 2, 936 mg, 5.53 mmol) in dichloromethane (100 ml) was added 3-chlorobenzenecarboperoxoic acid (2.38 g, 13.8 mmol) and the reaction suspension was stirred overnight at room temperature. The reaction was quenched by the addition of sat. sodium thiosulfate solution and sat. sodium bicarbonate solution was added. The whole mixture was extracted with dichloromethane. The organic phase was dried over sodium sulfate and concentrat... The reactants are N1N=CC2=CC=CC(=C12)C(=CC(=O)NC)C1=CC=CC=C1 (3-(1H-indazol-7-yl)-N-methyl-3-phenyl-acrylamide), N1C=CC2=CC=CC(=C12)C(CC(=O)NC)C1=CC=CC=C1 (3-(1H-Indol-7-yl)-N-methyl-3-phenyl-propionamide). Product: N1N=CC2=CC=CC(=C12)C(CC(=O)NC)C1=CC=CC=C1 (3-(1H-Indazol-7-yl)-N-methyl-3-phenyl-propionamide). As a reaction SMILES: [NH:1]1[C:9]2[C:4](=[CH:5][CH:6]=[CH:7][C:8]=2[C:10]([C:16]2[CH:21]=[CH:20][CH:19]=[CH:18][CH:17]=2)=[CH:11][C:12]([NH:14][CH3:15])=[O:13])[CH:3]=[N:2]1.N1C2C(=CC=CC=2C(C2C=CC=CC=2)CC(NC)=O)C=C1>>[NH:1]1[C:9]2[C:4](=[CH:5][CH:6]=[CH:7][C:8]=2[CH:10]([C:16]2[CH:17]=[CH:18][CH:19]=[CH:20][CH:21]=2)[CH2:11][C:12]([NH:14][CH3:15])=[O:13])[CH:3]=[N:2]1. Reported procedure: 3-(1H-Indazol-7-yl)-N-methyl-3-phenyl-propionamide CCXLIX was prepared from 3-(1H-indazol-7-yl)-N-methyl-3-phenyl-acrylamide using the procedure described for preparation of 3-(1H-Indol-7-yl)-N-methyl-3-phenyl-propionamide XIX (Example 4).